This data is from the Open Reaction Database (ORD), a public repository of structured organic reaction records. The task is: describe an organic reaction: reactants, conditions, products, and yield RXN SMILES: [CH:1]([O:4][C:5]([N:7]1[CH2:12][CH2:11][CH:10]([CH:13]2[CH2:17][C:16]3[CH:18]=[C:19](Br)[CH:20]=[CH:21][C:15]=3[O:14]2)[CH2:9][CH2:8]1)=[O:6])([CH3:3])[CH3:2].[N:23]1[CH:28]=[C:27](B(O)O)[CH:26]=[N:25][CH:24]=1>>[CH:1]([O:4][C:5]([N:7]1[CH2:12][CH2:11][CH:10]([CH:13]2[CH2:17][C:16]3[CH:18]=[C:19]([C:27]4[CH:28]=[N:23][CH:24]=[N:25][CH:26]=4)[CH:20]=[CH:21][C:15]=3[O:14]2)[CH2:9][CH2:8]1)=[O:6])([CH3:3])[CH3:2]. Procedure details: The title compound is prepared from 4-(5-bromo-2,3-dihydro-benzofuran-2-yl)-piperidine-1-carboxylic acid isopropyl ester and pyrimidine-5-boronic acid following a procedure analogous to that described in Example 1. LC (method 5): tR=1.49 min; Mass spectrum (ESI+): m/z=368 [M+H]+. Product: C(C)(C)OC(=O)N1CCC(CC1)C1OC2=C(C1)C=C(C=C2)C=2C=NC=NC2 (4-(5-Pyrimidin-5-yl-2,3-dihydro-benzofuran-2-yl)-piperidine-1-carboxylic acid isopropyl ester). Reactants: C(C)(C)OC(=O)N1CCC(CC1)C1OC2=C(C1)C=C(C=C2)Br (4-(5-bromo-2,3-dihydro-benzofuran-2-yl)-piperidine-1-carboxylic acid isopropyl ester), N1=CN=CC(=C1)B(O)O (pyrimidine-5-boronic acid). Reactants: CN1CCCC1=O, [Ca+2], [Cl-], [Cl-], CCOc1ccc2c(c1)CCc1c(Cl)cccc1S2, [Cu+2], N#C[Cu]C#N, N, O, O, O=S(=O)([O-])[O-]. The product is CCOc1ccc2c(c1)CCc1c(C#N)cccc1S2. RXN SMILES: [CH3:37][N:38]1[CH2:39][CH2:40][CH2:41][C:42]1=[O:43].[Ca+2:27].[Cl-:25].[Cl-:26].[Cl:1][c:2]1[cH:3][cH:4][cH:5][c:6]2[c:7]1[CH2:8][CH2:9][c:10]1[c:11]([cH:13][cH:14][c:15]([O:17][CH2:18][CH3:19])[cH:16]1)[S:12]2.[Cu+2:35].[Cu:20]([C:21]#[N:22])[C:23]#[N:24].[NH3:29].[OH2:28].[OH2:36].[S:30]([O-:31])([O-:32])(=[O:33])=[O:34]>>[c:2]1([C:21]#[N:22])[cH:3][cH:4][cH:5][c:6]2[c:7]1[CH2:8][CH2:9][c:10]1[c:11]([cH:13][cH:14][c:15]([O:17][CH2:18][CH3:19])[cH:16]1)[S:12]2. Reactants: C1COC(C2=CC=C(C=C2)\C=C\C=2C=NC=CC2)O1 (E-4-[2-(3-pyridyl)ethenyl]benzaldehyde ethylene acetal). The reagents and catalysts are [Pd] (palladium on charcoal). The solvent is C(C)O (ethanol). Product: C1COC(C2=CC=C(C=C2)CCC=2C=NC=CC2)O1 (4-[2-(3-Pyridyl)ethyl]benzaldehyde ethylene acetal). Yield: 85.3%. As a reaction SMILES: [CH2:1]1[O:19][CH:4]([C:5]2[CH:10]=[CH:9][C:8](/[CH:11]=[CH:12]/[C:13]3[CH:14]=[N:15][CH:16]=[CH:17][CH:18]=3)=[CH:7][CH:6]=2)[O:3][CH2:2]1>C(O)C.[Pd]>[CH2:2]1[O:3][CH:4]([C:5]2[CH:10]=[CH:9][C:8]([CH2:11][CH2:12][C:13]3[CH:14]=[N:15][CH:16]=[CH:17][CH:18]=3)=[CH:7][CH:6]=2)[O:19][CH2:1]1. Procedure: 10 g (39.5 mmol) of E-4-[2-(3-pyridyl)ethenyl]benzaldehyde ethylene acetal (1a) were dissolved in 100 ml of ethanol, 1.6 g of palladium on charcoal (10%) were added, and hydrogenation was carried out at room temperature and under atmospheric pressure. Filtration and removal of the solvent in vacuo produced 8.6 g (33.7 mmol, 85%) of a white solid.